From a dataset of the Open Reaction Database (ORD), a public repository of structured organic reaction records. describe an organic reaction: reactants, conditions, products, and yield Reactants: NC1=NC=C(C=C1C1=CC=C(C=C1)NC(=O)NC1=C(C=CC(=C1)C)F)B1OC(C(O1)(C)C)(C)C (1-(4-(2-amino-5-(4,4,5,5-tetramethyl-1,3,2-dioxaborolan-2-yl)pyridin-3-yl)phenyl)-3-(2-fluoro-5-methylphenyl)urea), Cl (HCl), C([O-])(O)=O.[Na+] (sodium bicarbonate), Cl (HCl). Solvent: O1CCCC1 (tetrahydrofuran). Reaction conditions: time 2 hour. The product is NC1=C(C=C(C=N1)B(O)O)C1=CC=C(C=C1)NC(=O)NC1=C(C=CC(=C1)C)F ((6-amino-5-(4-(3-(2-fluoro-5-methylphenyl)ureido)phenyl)pyridin-3-yl)boronic acid). As a reaction SMILES: [NH2:1][C:2]1[C:7]([C:8]2[CH:13]=[CH:12][C:11]([NH:14][C:15]([NH:17][C:18]3[CH:23]=[C:22]([CH3:24])[CH:21]=[CH:20][C:19]=3[F:25])=[O:16])=[CH:10][CH:9]=2)=[CH:6][C:5]([B:26]2[O:30]C(C)(C)C(C)(C)[O:27]2)=[CH:4][N:3]=1.Cl.C(=O)(O)[O-].[Na+]>O1CCCC1>[NH2:1][C:2]1[N:3]=[CH:4][C:5]([B:26]([OH:27])[OH:30])=[CH:6][C:7]=1[C:8]1[CH:13]=[CH:12][C:11]([NH:14][C:15]([NH:17][C:18]2[CH:23]=[C:22]([CH3:24])[CH:21]=[CH:20][C:19]=2[F:25])=[O:16])=[CH:10][CH:9]=1 |f:2.3|. Procedure: To the solution of 1-(4-(2-amino-5-(4,4,5,5-tetramethyl-1,3,2-dioxaborolan-2-yl)pyridin-3-yl)phenyl)-3-(2-fluoro-5-methylphenyl)urea (AGN-227971, 108 mg, 0.234 mmol, 1 eq) in anhydrous tetrahydrofuran (2 mL) was added aq HCl (3N, 2 mL) and the reaction was first stirred at room temperature for two hours. Additional conc. HCl (0.5 mL) was dropwise added to the reaction and the mixture was stirred at 50° C. for further four hours. The reaction was then poured into saturated aqueous sodium bicarbon... Reactants: CCO, O=C(NOCCO)c1ccc(F)c(F)c1Nc1ccc(C#CCO)cc1F. The product is O=C(NOCCO)c1ccc(F)c(F)c1Nc1ccc(CCCO)cc1F. As a reaction SMILES: [CH3:28][CH2:29][OH:30].[F:1][c:2]1[c:3]([NH:16][c:17]2[c:18]([F:27])[cH:19][c:20]([C:23]#[C:24][CH2:25][OH:26])[cH:21][cH:22]2)[c:4]([C:5](=[O:6])[NH:7][O:8][CH2:9][CH2:10][OH:11])[cH:12][cH:13][c:14]1[F:15]>>[F:1][c:2]1[c:3]([NH:16][c:17]2[c:18]([F:27])[cH:19][c:20]([CH2:23][CH2:24][CH2:25][OH:26])[cH:21][cH:22]2)[c:4]([C:5](=[O:6])[NH:7][O:8][CH2:9][CH2:10][OH:11])[cH:12][cH:13][c:14]1[F:15]. The reactants are C(C)(C)(C)OC(=O)N1[C@@H](C[C@H](C1)NS(=O)(=O)C1=CC=C(C=C1)Cl)C(=O)OC ((2S,4R)-1-t-butoxycarbonyl-4-(4-chlorophenylsulfonylamino)-2-methoxycarbonylpyrrolidine). Solvent: FC(C(=O)O)(F)F (trifluoroacetic acid). The product is ClC1=CC=C(C=C1)S(=O)(=O)N[C@@H]1C[C@H](NC1)C(=O)OC ((2S,4R)-4-(4-chlorophenylsulfonylamino)-2-methoxycarbonylpyrrolidine). Yield: 70.3%. As a reaction SMILES: C(OC([N:8]1[CH2:12][C@H:11]([NH:13][S:14]([C:17]2[CH:22]=[CH:21][C:20]([Cl:23])=[CH:19][CH:18]=2)(=[O:16])=[O:15])[CH2:10][C@H:9]1[C:24]([O:26][CH3:27])=[O:25])=O)(C)(C)C>FC(F)(F)C(O)=O>[Cl:23][C:20]1[CH:19]=[CH:18][C:17]([S:14]([NH:13][C@H:11]2[CH2:12][NH:8][C@H:9]([C:24]([O:26][CH3:27])=[O:25])[CH2:10]2)(=[O:16])=[O:15])=[CH:22][CH:21]=1. Procedure details: A solution of (2S,4R)-1-t-butoxycarbonyl-4-(4-chlorophenylsulfonylamino)-2-methoxycarbonylpyrrolidine (20 g) in 90% aqueous trifluoroacetic acid was stirred at room temperature for 30 minutes and the solvent was evaporated in vacuo. The residue was dissolved in a mixture of chloroform and methanol (500 ml, 3:1) and the solution was washed successively with saturated aqueous sodium bicarbonate and brine. The organic layer was dried over magnesium sulfate and the solvent was evaporated in vacuo. T... Reactants: C(#C)C=1C(=NOC1C)C1=CC=CC=C1 (4-ethynyl-5-methyl-3-phenyl-isoxazole), BrC1=NC=CC(=C1)C(F)(F)F (2-bromo-4-(trifluoromethyl)pyridine). Product: CC1=C(C(=NO1)C1=CC=CC=C1)C#CC1=NC=CC(=C1)C(F)(F)F (2-(5-Methyl-3-phenyl-isoxazol-4-ylethynyl)-4-trifluoromethyl-pyridine). The yield is 76.0%. RXN SMILES: [C:1]([C:3]1[C:4]([C:9]2[CH:14]=[CH:13][CH:12]=[CH:11][CH:10]=2)=[N:5][O:6][C:7]=1[CH3:8])#[CH:2].Br[C:16]1[CH:21]=[C:20]([C:22]([F:25])([F:24])[F:23])[CH:19]=[CH:18][N:17]=1>>[CH3:8][C:7]1[O:6][N:5]=[C:4]([C:9]2[CH:14]=[CH:13][CH:12]=[CH:11][CH:10]=2)[C:3]=1[C:1]#[C:2][C:16]1[CH:21]=[C:20]([C:22]([F:25])([F:24])[F:23])[CH:19]=[CH:18][N:17]=1. Reported procedure: As described for example 11c, 4-ethynyl-5-methyl-3-phenyl-isoxazole (92 mg, 0.50 mmol) was converted (using 2-bromo-4-(trifluoromethyl)pyridine instead of 2-chloro-4-iodopyridine) to the title compound (SiO2, heptane:ethyl acetate=95:5 to 0:100, 124 mg, 76%) which was obtained as an off-white solid. MS: m/e=329.3 [M+H]+. Reactants: 94, C(C)(=O)N1CCC(CC1)C(C1=CC=C(C=C1)Br)=O (1-acetyl-4-(4-bromobenzoyl)piperidine), O1CCCC1 (tetrahydrofuran), O1CCCC1 (tetrahydrofuran), 300, BrC1=CC=C(C=C1)F (1-bromo-4-fluorobenzene), [Mg] (magnesium). Solvent: C(C)(=O)O (acetic acid), CC1=CC=CC=C1 (methylbenzene). Run at time 5 hour. The product is C(C)(=O)N1CCC(CC1)C(O)(C1=CC=C(C=C1)F)C1=CC=C(C=C1)Br (1-acetyl-α-(4-bromophenyl)-α-(4-fluorophenyl)-4-piperidinemethanol), intermediate 16. RXN SMILES: Br[C:2]1[CH:7]=[CH:6][C:5]([F:8])=[CH:4][CH:3]=1.[Mg].O1CCCC1.[C:15]([N:18]1[CH2:23][CH2:22][CH:21]([C:24](=[O:32])[C:25]2[CH:30]=[CH:29][C:28]([Br:31])=[CH:27][CH:26]=2)[CH2:20][CH2:19]1)(=[O:17])[CH3:16]>CC1C=CC=CC=1.C(O)(=O)C>[C:15]([N:18]1[CH2:19][CH2:20][CH:21]([C:24]([C:25]2[CH:26]=[CH:27][C:28]([Br:31])=[CH:29][CH:30]=2)([C:2]2[CH:7]=[CH:6][C:5]([F:8])=[CH:4][CH:3]=2)[OH:32])[CH2:22][CH2:23]1)(=[O:17])[CH3:16]. Reported procedure: To a stirred and refluxing Grignard-complex previously prepared starting from 52.5 parts of 1-bromo-4-fluorobenzene, 7.5 parts of magnesium and 216 parts of tetrahydrofuran was added dropwise a solution of 94 parts of 1-acetyl-4-(4-bromobenzoyl)piperidine in 450 parts of tetrahydrofuran. Upon completion, stirring was continued for 5 hours at reflux. The reaction mixture was cooled, poured onto a mixture of 300 parts of crushed ice and 40 parts of acetic acid and stirred for 15 minutes. 450 Parts...